This data is from the Open Reaction Database (ORD), a public repository of structured organic reaction records. The task is: describe an organic reaction: reactants, conditions, products, and yield The reactants are C(C)(C)(C)C=1C=C(C=C(C1O)C(C)(C)C)S[C@@H](C(=O)Cl)C ((2R)-2-(3,5-Di-t-butyl-4-hydroxyphenyl)thiopropanoyl Chloride), acid chloride, O (Water), [H-].[Na+] (sodium hydride), C(=C)C1CCC(N1)=O (5-vinylpyrrolidin-2-one). Solvent: C1(=CC=CC=C1)C (toluene), C1(=CC=CC=C1)C (toluene), C1(=CC=CC=C1)C (toluene). Reaction conditions: time 30 minute. The product is C(C)(C)(C)C=1C=C(C=C(C1O)C(C)(C)C)S[C@@H](C(=O)N1C(CC[C@H]1C=C)=O)C ((5S)-N-((2R)-2-(3,5-di-t-butyl-4-hydroxyphenyl)thiopropanoyl)-5-ethenylpyrrolidin-2-one). The yield is 31.9%. Reaction SMILES: [H-].[Na+].[CH:3]([CH:5]1[NH:9][C:8](=[O:10])[CH2:7][CH2:6]1)=[CH2:4].[C:11]([C:15]1[CH:16]=[C:17]([S:26][C@H:27]([CH3:31])[C:28](Cl)=[O:29])[CH:18]=[C:19]([C:22]([CH3:25])([CH3:24])[CH3:23])[C:20]=1[OH:21])([CH3:14])([CH3:13])[CH3:12].O>C1(C)C=CC=CC=1>[C:22]([C:19]1[CH:18]=[C:17]([S:26][C@H:27]([CH3:31])[C:28]([N:9]2[C@H:5]([CH:3]=[CH2:4])[CH2:6][CH2:7][C:8]2=[O:10])=[O:29])[CH:16]=[C:15]([C:11]([CH3:13])([CH3:12])[CH3:14])[C:20]=1[OH:21])([CH3:23])([CH3:24])[CH3:25] |f:0.1|. Reported procedure: To a solution of 60% sodium hydride (665 mg, 19.0 mmol) and toluene (40 mL) at 0° C. was added dropwise a solution of 5-vinylpyrrolidin-2-one (2.0 g, 18.0 mmol) in toluene (20 mL) over a 30 min period. The cooling bath was removed and the solution was allowed to warm to room temperature and stir there for a 30 min period to ensure complete anion generation. To the anion at 25° C. was added dropwise a solution of (2R)-2-(3,5-di-t-butyl-4-hydroxyphenyl)thiopropanoyl chloride (29, 6.21 g, 19.0 mmol... Reactants: C(=O)C1=NN(C(=C1)C1=CC=C(C=C1)C)C1=CC=C(C=C1)S(=O)(=O)N (4-(3-Formyl-5-p-tolyl-pyrazol-1-yl)-benzenesulfonamide), triethyl phosphonoacetate, [H-].[Na+] (sodium hydride), oil, C1CCOC1 (THF), O (water). Reaction conditions: time 1 hour. Yields the product C(C)OC(\C=C\C1=NN(C(=C1)C1=CC=C(C=C1)C)C1=CC=C(C=C1)S(N)(=O)=O)=O ((E)-3-[1-(4-Sulfamoyl-phenyl)-5-p-tolyl-1H-pyrazol-3-yl]-acrylic acid ethyl ester). Yield: 73.0%. As a reaction SMILES: [CH:1]([C:3]1[CH:7]=[C:6]([C:8]2[CH:13]=[CH:12][C:11]([CH3:14])=[CH:10][CH:9]=2)[N:5]([C:15]2[CH:20]=[CH:19][C:18]([S:21]([NH2:24])(=[O:23])=[O:22])=[CH:17][CH:16]=2)[N:4]=1)=O.[H-].[Na+].[OH2:27].[CH2:28]1[CH2:32][O:31][CH2:30][CH2:29]1>>[CH2:32]([O:31][C:30](=[O:27])/[CH:29]=[CH:1]/[C:3]1[CH:7]=[C:6]([C:8]2[CH:13]=[CH:12][C:11]([CH3:14])=[CH:10][CH:9]=2)[N:5]([C:15]2[CH:20]=[CH:19][C:18]([S:21](=[O:22])(=[O:23])[NH2:24])=[CH:17][CH:16]=2)[N:4]=1)[CH3:28] |f:1.2|. Procedure: To a solution of aldehyde 12c (0.16 g, 0.47 mmol) and triethyl phosphonoacetate (0.12 g, 0.52 mmol) in 5 mL of THF was added 60% sodium hydride in oil (21 mg, 0.52 mmol) at 0° C. The reaction mixture was stirred for 1 hour. After adding 5 mL of water, the mixture was extracted with EtOAc. After drying with MgSO4, the solvent was removed in vacuo. The resulting white solid was filtered and washed with hexanes to give the titled compound (0.14 g, 73% yield) as a white solid. mp 166.8-171.2° C. 1H ... Starting materials: C(=O)(O)CN1C(C(=NC(=C1C)Cl)NN)=O (1-Carboxymethyl-5-chloro-3-hydrazino-6-methylpyrazinone), C(=O)(O)[O-].[Na+] (NaHCO3), ClC(=O)OCC1=CC=CC=C1 (benzyl chloroformate). Run in O (water), O1CCOCC1 (dioxane), O (water). Conditions: time 4 hour. The product is C(C1=CC=CC=C1)OC(=O)NNC=1C(N(C(=C(N1)Cl)C)CC(=O)O)=O (3-(2-Benzyloxycarbonylhydrazino)-1-carboxymethyl-5-chloro-6-methylpyrazinone). Isolated yield 52.8%. As a reaction SMILES: [C:1]([CH2:4][N:5]1[C:10]([CH3:11])=[C:9]([Cl:12])[N:8]=[C:7]([NH:13][NH2:14])[C:6]1=[O:15])([OH:3])=[O:2].C([O-])(O)=O.[Na+].Cl[C:22]([O:24][CH2:25][C:26]1[CH:31]=[CH:30][CH:29]=[CH:28][CH:27]=1)=[O:23]>O.O1CCOCC1>[CH2:25]([O:24][C:22]([NH:14][NH:13][C:7]1[C:6](=[O:15])[N:5]([CH2:4][C:1]([OH:3])=[O:2])[C:10]([CH3:11])=[C:9]([Cl:12])[N:8]=1)=[O:23])[C:26]1[CH:31]=[CH:30][CH:29]=[CH:28][CH:27]=1 |f:1.2|. Reported procedure: To a solution of the compound of Example 14 (1.9 g, 8.26 mmol) and NaHCO3 (2.08 g, 24.75 mmol) in water, (60 mL) was added drop-wise a solution of benzyl chloroformate (1.9 mL, 13.21 mmol) in dioxane (100 mL). The resulting mixture was stirred at room temperature for 4 hours, then was diluted with water (60 mL) and washed with ether (100 mL). The aqueous solution was acidified with 2 M KHSO4 and extracted with EtOAc (3×100 mL). The combined organic phases were washed with brine (200 mL), dried (... Reactants: C(C)(C)(C)OC(=O)N1[C@H](C[C@@H](C1)CC(=O)OC)C1=CC=C(C=C1)C1=NOC(=N1)C1=CC=C(C=C1)C1CCCC1 (methyl trans-N-tert-butyloxycarbonyl-2-(4-(5-(4-cyclopentylphenyl)-1,2,4-oxadiazol-3-yl)phenyl)-4-pyrrolidineacetate), [OH-].[Na+] (sodium hydroxide). Run in C(=O)(C(F)(F)F)O (TFA), C(Cl)Cl (CH2Cl2). Reaction conditions: time 1 hour. The product is C1(CCCC1)C1=CC=C(C=C1)C1=NC(=NO1)C1=CC=C(C=C1)[C@@H]1NC[C@H](C1)CC(=O)O (Trans-2-(4-(5-(4-cyclopentylphenyl)-1,2,4-oxadiazol-3-yl)phenyl)-4-pyrrolidineacetic acid). The yield is 101.0%. RXN SMILES: C(OC([N:8]1[CH2:12][C@@H:11]([CH2:13][C:14]([O:16]C)=[O:15])[CH2:10][C@@H:9]1[C:18]1[CH:23]=[CH:22][C:21]([C:24]2[N:28]=[C:27]([C:29]3[CH:34]=[CH:33][C:32]([CH:35]4[CH2:39][CH2:38][CH2:37][CH2:36]4)=[CH:31][CH:30]=3)[O:26][N:25]=2)=[CH:20][CH:19]=1)=O)(C)(C)C.[OH-].[Na+]>C(O)(C(F)(F)F)=O.C(Cl)Cl>[CH:35]1([C:32]2[CH:33]=[CH:34][C:29]([C:27]3[O:26][N:25]=[C:24]([C:21]4[CH:22]=[CH:23][C:18]([C@H:9]5[CH2:10][C@H:11]([CH2:13][C:14]([OH:16])=[O:15])[CH2:12][NH:8]5)=[CH:19][CH:20]=4)[N:28]=3)=[CH:30][CH:31]=2)[CH2:36][CH2:37][CH2:38][CH2:39]1 |f:1.2|. Reported procedure: A solution of methyl trans-N-tert-butyloxycarbonyl-2-(4-(5-(4-cyclopentylphenyl)-1,2,4-oxadiazol-3-yl)phenyl)-4-pyrrolidineacetate (4.4 mg, 8.3 μmol) in 2.5 mL of 20% TFA in CH2Cl2 was stirred at rt for 1 hr and then concentrated. The residue was redissolved in 5.0 mL of EtOH and sodium hydroxide (189 μL, 5.0 N, 0.95 mmol) was added. After stirring at rt for 1 hr, the reaction mixture was concentrated and the residue was purified on HPLC to give 3.5 mg (100%) of the title compound: 1H NMR (CD3OD...